From a dataset of the Open Reaction Database (ORD), a public repository of structured organic reaction records. describe an organic reaction: reactants, conditions, products, and yield The reactants are O[C@H](C(=O)O)CC(C)C ((2S)-2-hydroxy-4-methylpentanoic acid), BrC1=CC=C(C=O)C=C1 (4-bromobenzaldehyde), CC1=CC=C(C=C1)S(=O)(=O)[O-].[NH+]1=CC=CC=C1 (pyridinium 4-methylbenzenesulfonate), NaHCO3(sat), CCOCC (ether). Run in C1(=CC=CC=C1)C (toluene). Run at time 1 hour. Yields the product BrC1=CC=C(C=C1)C1O[C@H](C(O1)=O)CC(C)C ((5S)-2-(4-bromophenyl)-5-isobutyl-1,3-dioxolan-4-one). As a reaction SMILES: [OH:1][C@@H:2]([CH2:6][CH:7]([CH3:9])[CH3:8])[C:3]([OH:5])=[O:4].[Br:10][C:11]1[CH:18]=[CH:17][C:14]([CH:15]=O)=[CH:13][CH:12]=1.CC1C=CC(S([O-])(=O)=O)=CC=1.[NH+]1C=CC=CC=1.CCOCC>C1(C)C=CC=CC=1>[Br:10][C:11]1[CH:18]=[CH:17][C:14]([CH:15]2[O:4][C:3](=[O:5])[C@H:2]([CH2:6][CH:7]([CH3:9])[CH3:8])[O:1]2)=[CH:13][CH:12]=1 |f:2.3|. Procedure: (2S)-2-hydroxy-4-methylpentanoic acid (46.4 g, 351 mmol) and 4-bromobenzaldehyde (50 g, 270.2 mmol) were dissolved in 400 ml toluene and pyridinium 4-methylbenzenesulfonate (340 mg, 1.35 mmol) was added. The mixture was refluxed in a Dean-Stark for 24 hours. The mixture was cooled, poured into 500 ml NaHCO3(sat) and 500 ether, the phases were separated and the organic phase washed with 500 ml NaHCO3(sat.) and brine. The organic phase was dried with Na2SO4 and the solvent striped. 400 ml Hexane w... Starting materials: COC=1C=CC(=CC1OC2CCCC2)/C=C\3/C(=O)NC(=N)S3 (pseudothiohydantoin), CI (methyl iodide), C(C)(=O)OCC (ethyl acetate). Solvent: CN(C=O)C (dimethylformamide). Run at temperature 60 celsius, time 1 hour. Yields the product I.CN1C(SCC1=O)=N (3-methyl-2-iminothiazolidin-4-one hydroiodide). RXN SMILES: COC1C=CC(/C=[C:16]2/[C:17]([NH:19][C:20]([S:22]/2)=[NH:21])=[O:18])=CC=1OC1CCCC1.C[I:24].[C:25](OCC)(=O)C>CN(C)C=O>[IH:24].[CH3:25][N:19]1[C:17](=[O:18])[CH2:16][S:22][C:20]1=[NH:21] |f:4.5|. Reported procedure: 11.6 g (0.1 mol) of pseudothiohydantoin was suspended in 150 ml of dimethylformamide, and 17 g (0.12 mol) of methyl iodide was added thereto. Then, the mixture was stirred at 60° C. for one hour. After being left to cool, the reaction mixture was poured into 1000 ml of ethyl acetate, and precipitated crystals were collected by filtration to obtain 15 g of 3-methyl-2-iminothiazolidin-4-one hydroiodide as pale yellow crystals. Starting materials: C1CNCCN1, Cc1ccccc1, Clc1cc(-c2ccccc2)c2ccccc2n1, O. Product: c1ccc(-c2cc(N3CCNCC3)nc3ccccc23)cc1. RXN SMILES: [CH2:18]1[CH2:19][NH:20][CH2:21][CH2:22][NH:23]1.[CH3:25][c:26]1[cH:27][cH:28][cH:29][cH:30][cH:31]1.[Cl:1][c:2]1[n:3][c:4]2[cH:5][cH:6][cH:7][cH:8][c:9]2[c:10](-[c:12]2[cH:13][cH:14][cH:15][cH:16][cH:17]2)[cH:11]1.[OH2:24]>>[c:2]1([N:20]2[CH2:19][CH2:18][NH:23][CH2:22][CH2:21]2)[n:3][c:4]2[cH:5][cH:6][cH:7][cH:8][c:9]2[c:10](-[c:12]2[cH:13][cH:14][cH:15][cH:16][cH:17]2)[cH:11]1. Reactants: BrC1=CC=C(C=C1)C1=C(C(=NO1)C)C(C\C=C\C1=CC=CC=C1)O ((E)-1-[5-(4-bromo-phenyl)-3-methyl-isoxazol-4-yl]-4-phenyl-but-3-en-1-ol), C(C)OC(CC1(CC1)C1=CC=C(C=C1)B1OC(C(O1)(C)C)(C)C)=O ({1-[4-(4,4,5,5-tetramethyl-[1,3,2]dioxaborolan-2-yl)-phenyl]-cyclopropyl}-acetic acid ethyl ester). Yields the product C(C)OC(CC1(CC1)C1=CC=C(C=C1)C1=CC=C(C=C1)C1=C(C(=NO1)C)C(C\C=C\C1=CC=CC=C1)O)=O ((1-{4′-[4-((E)-1-Hydroxy-4-phenyl-but-3-enyl)-3-methyl-isoxazol-5-yl]-biphenyl-4-yl}-cyclopropyl)-acetic acid ethyl ester). As a reaction SMILES: Br[C:2]1[CH:7]=[CH:6][C:5]([C:8]2[O:12][N:11]=[C:10]([CH3:13])[C:9]=2[CH:14]([OH:24])[CH2:15]/[CH:16]=[CH:17]/[C:18]2[CH:23]=[CH:22][CH:21]=[CH:20][CH:19]=2)=[CH:4][CH:3]=1.[CH2:25]([O:27][C:28](=[O:48])[CH2:29][C:30]1([C:33]2[CH:38]=[CH:37][C:36](B3OC(C)(C)C(C)(C)O3)=[CH:35][CH:34]=2)[CH2:32][CH2:31]1)[CH3:26]>>[CH2:25]([O:27][C:28](=[O:48])[CH2:29][C:30]1([C:33]2[CH:38]=[CH:37][C:36]([C:2]3[CH:7]=[CH:6][C:5]([C:8]4[O:12][N:11]=[C:10]([CH3:13])[C:9]=4[CH:14]([OH:24])[CH2:15]/[CH:16]=[CH:17]/[C:18]4[CH:23]=[CH:22][CH:21]=[CH:20][CH:19]=4)=[CH:4][CH:3]=3)=[CH:35][CH:34]=2)[CH2:32][CH2:31]1)[CH3:26]. Reported procedure: Prepared according to the procedure described in Example 110, Step 3, using (E)-1-[5-(4-bromo-phenyl)-3-methyl-isoxazol-4-yl]-4-phenyl-but-3-en-1-ol and {1-[4-(4,4,5,5-tetramethyl-[1,3,2]dioxaborolan-2-yl)-phenyl]-cyclopropyl}-acetic acid ethyl ester. Reactants: O=C(O)c1ccccc1Nc1ccc(OCc2ccccc2)cc1, Nc1ccc(OCc2ccccc2)cc1, CCO, Cl, O=C(O)c1ccccc1Cl. Product: O=C(O)c1ccccc1Nc1ccc(O)cc1. RXN SMILES: [CH2:1]([c:2]1[cH:3][cH:4][cH:5][cH:6][cH:7]1)[O:8][c:9]1[cH:10][cH:11][c:12]([NH:15][c:16]2[c:17]([C:18](=[O:19])[OH:20])[cH:21][cH:22][cH:23][cH:24]2)[cH:13][cH:14]1.[CH2:36]([O:37][c:38]1[cH:39][cH:40][c:41]([NH2:42])[cH:43][cH:44]1)[c:45]1[cH:46][cH:47][cH:48][cH:49][cH:50]1.[CH3:51][CH2:52][OH:53].[ClH:25].[OH:26][C:27]([c:28]1[c:29]([Cl:30])[cH:31][cH:32][cH:33][cH:34]1)=[O:35]>>[OH:8][c:9]1[cH:10][cH:11][c:12]([NH:15][c:16]2[c:17]([C:18](=[O:19])[OH:20])[cH:21][cH:22][cH:23][cH:24]2)[cH:13][cH:14]1. Starting materials: FC1=C(CC2(CCNCC2)O)C=CC(=C1)F (4-(2,4-difluoro-benzyl)-piperidin-4-ol), C(C1=CC=CC=C1)OC=1C=CC2=C(CC(O2)CBr)C1 (5-benzyloxy-2-(RS)-bromomethyl-2,3-dihydro-benzofuran). Yields the product FC1=C(CC2(CCN(CC2)CC2OC3=C(C2)C=C(C=C3)OCC3=CC=CC=C3)O)C=CC(=C1)F ((RS)-4-(2,4-Difluoro-benzyl)-1-(5-benzyloxy-2,3-dihydro-benzofuran-2-ylmethyl)-piperidin-4-ol). Reaction SMILES: [F:1][C:2]1[CH:15]=[C:14]([F:16])[CH:13]=[CH:12][C:3]=1[CH2:4][C:5]1([OH:11])[CH2:10][CH2:9][NH:8][CH2:7][CH2:6]1.[CH2:17]([O:24][C:25]1[CH:26]=[CH:27][C:28]2[O:32][CH:31]([CH2:33]Br)[CH2:30][C:29]=2[CH:35]=1)[C:18]1[CH:23]=[CH:22][CH:21]=[CH:20][CH:19]=1>>[F:1][C:2]1[CH:15]=[C:14]([F:16])[CH:13]=[CH:12][C:3]=1[CH2:4][C:5]1([OH:11])[CH2:10][CH2:9][N:8]([CH2:33][CH:31]2[CH2:30][C:29]3[CH:35]=[C:25]([O:24][CH2:17][C:18]4[CH:23]=[CH:22][CH:21]=[CH:20][CH:19]=4)[CH:26]=[CH:27][C:28]=3[O:32]2)[CH2:7][CH2:6]1. Procedure details: The title compound MS: m/e=466.6 (M+H+) was prepared from 4-(2,4-difluoro-benzyl)-piperidin-4-ol and 5-benzyloxy-2-(RS)-bromomethyl-2,3-dihydro-benzofuran.